From a dataset of the Open Reaction Database (ORD), a public repository of structured organic reaction records. describe an organic reaction: reactants, conditions, products, and yield The product is NC=1N=CC2=C(N1)CCN(C2)C2=CC=CC(=N2)C(=O)NC2=CC=C(C=C2)C(C)C (6-{2-Amino-5,6,7,8-tetrahydropyrido[4,3-d]pyrimidin-6-yl}-N-[4-(isopropyl)phenyl]pyridine-2-carboxamide), solid. Reactants: C(C)(C)C1=CC=C(C=C1)NC(=O)C1=NC(=CC=C1)N1CC2=C(N=C(N=C2)S(=O)C)CC1 (6-(2-Methanesulfinyl-7,8-dihydro-5H-pyrido[4,3-d]pyrimidin-6-yl)-pyridine-2-carboxylic acid (4-isopropyl-phenyl)-amide), [NH4+].[OH-] (NH4OH). As a reaction SMILES: [CH:1]([C:4]1[CH:9]=[CH:8][C:7]([NH:10][C:11]([C:13]2[CH:18]=[CH:17][CH:16]=[C:15]([N:19]3[CH2:31][CH2:30][C:22]4[N:23]=[C:24](S(C)=O)[N:25]=[CH:26][C:21]=4[CH2:20]3)[N:14]=2)=[O:12])=[CH:6][CH:5]=1)([CH3:3])[CH3:2].[NH4+:32].[OH-]>O1CCOCC1>[NH2:32][C:24]1[N:25]=[CH:26][C:21]2[CH2:20][N:19]([C:15]3[N:14]=[C:13]([C:11]([NH:10][C:7]4[CH:8]=[CH:9][C:4]([CH:1]([CH3:3])[CH3:2])=[CH:5][CH:6]=4)=[O:12])[CH:18]=[CH:17][CH:16]=3)[CH2:31][CH2:30][C:22]=2[N:23]=1 |f:1.2|. The solvent is O1CCOCC1 (1,4-dioxane). Isolated yield 55.0%. Procedure details: A suspension of 6-(2-Methanesulfinyl-7,8-dihydro-5H-pyrido[4,3-d]pyrimidin-6-yl)-pyridine-2-carboxylic acid (4-isopropyl-phenyl)-amide (405 mg, 0.930 mmol) in 1,4-dioxane (10 ml) was treated with NH4OH (3 ml, 28-30%) and the reaction mixture was heated in a sealed tube at 100° C. with stirring for 15 hours. Upon cooling to room temperature, the reaction mixture was concentrated and the residue was taken up in water. The aqueous mixture was extracted with ethyl acetate and the organic extract was... Reaction conditions: temperature 100 celsius, time 15 hour. The reactants are Sc1ccc(Cl)cc1, N#Cc1c(F)cccc1F, [H-], [Na+], CN(C)C=O, O. Product: N#Cc1c(F)cccc1Sc1ccc(Cl)cc1. Reaction SMILES: [Cl:1][c:2]1[cH:3][cH:4][c:5]([SH:8])[cH:6][cH:7]1.[F:11][c:12]1[c:13]([C:14]#[N:15])[c:16]([F:20])[cH:17][cH:18][cH:19]1.[H-:9].[Na+:10].[O:22]=[CH:23][N:24]([CH3:25])[CH3:26].[OH2:21]>>[Cl:1][c:2]1[cH:3][cH:4][c:5]([S:8][c:16]2[c:13]([C:14]#[N:15])[c:12]([F:11])[cH:19][cH:18][cH:17]2)[cH:6][cH:7]1. Reactants: BrCCCCCCBr, [Na+], [OH-], O, OCCc1ccccn1. Product: BrCCCCCCOCCc1ccccn1. As a reaction SMILES: [Br:10][CH2:11][CH2:12][CH2:13][CH2:14][CH2:15][CH2:16][Br:17].[Na+:19].[OH-:18].[OH2:20].[n:1]1[c:2]([CH2:7][CH2:8][OH:9])[cH:3][cH:4][cH:5][cH:6]1>>[n:1]1[c:2]([CH2:7][CH2:8][O:9][CH2:16][CH2:15][CH2:14][CH2:13][CH2:12][CH2:11][Br:10])[cH:3][cH:4][cH:5][cH:6]1.